Dataset: the Open Reaction Database (ORD), a public repository of structured organic reaction records. Task: describe an organic reaction: reactants, conditions, products, and yield Reaction SMILES: [Cl:1][c:2]1[cH:3][c:4]([O:13][CH3:14])[c:5]([O:6][CH2:7][C:8](=[O:9])[OH:10])[cH:11][cH:12]1.[OH2:15]>>[Cl:1][c:2]1[cH:3][c:4]([OH:13])[c:5]([O:6][CH2:7][C:8](=[O:9])[OH:10])[cH:11][cH:12]1. The reactants are COc1cc(Cl)ccc1OCC(=O)O, O. Product: O=C(O)COc1ccc(Cl)cc1O. Starting materials: NC=1C=CC(=NC1)C#N (5-amino-2-cyanopyridine), CC[Mg+].[Br-] (EtMgBr). The reagents and catalysts are CC([O-])C.[Ti+4].CC([O-])C.CC([O-])C.CC([O-])C (titanium(IV) isopropoxide). The solvent is C1CCOC1 (THF), O (water), Cl (HCl). Conditions: time 23 hour. The product is NC1(CC1)C1=CC=C(C=N1)N (6-(1-amino-cyclopropyl)-pyridin-3-ylamine). The yield is 831.6%. RXN SMILES: [NH2:1][C:2]1[CH:3]=[CH:4][C:5]([C:8]#[N:9])=[N:6][CH:7]=1.[CH3:10][CH2:11][Mg+].[Br-]>C1COCC1.O.Cl.CC(C)[O-].[Ti+4].CC(C)[O-].CC(C)[O-].CC(C)[O-]>[NH2:9][C:8]1([C:5]2[N:6]=[CH:7][C:2]([NH2:1])=[CH:3][CH:4]=2)[CH2:11][CH2:10]1 |f:1.2,6.7.8.9.10|. Procedure details: To a solution of 5-amino-2-cyanopyridine (1.0 g, 8.06 mmol) in dry THF (50 mL) was added titanium(IV) isopropoxide (5.2 mL, 17.7 mmol). EtMgBr (3.0M in Et2O, 10.7 mL, 32.2 mmol) was then added dropwise. The reaction mixture was stirred for 23 h, then diluted with water (100 mL) and 1N HCl (5 mL), and stirred for 5 min. The mixture was filtered and the filtrate was concentrated in vacuo to afford 6-(1-amino-cyclopropyl)-pyridin-3-ylamine as brown oil (10 g) which was used without further purifica... The reactants are COC1=C2CCC(C2=C(C=C1)OC)=O (4,7-Dimethoxy-1-indanone), C1=CC=CCC1 (1,3-cyclohexadiene). The solvent is C1(=CC=CC=C1)C (toluene). Yields the product COC1=C2CCCC2=C(C=C1)OC (4,7-dimethoxyindane). RXN SMILES: [CH3:1][O:2][C:3]1[CH:11]=[CH:10][C:9]([O:12][CH3:13])=[C:8]2[C:4]=1[CH2:5][CH2:6][C:7]2=O.C1CCC=CC=1>C1(C)C=CC=CC=1>[CH3:13][O:12][C:9]1[CH:10]=[CH:11][C:3]([O:2][CH3:1])=[C:4]2[C:8]=1[CH2:7][CH2:6][CH2:5]2. Procedure: A mixture of intermediate A (1 g, 6 mmole), 1,3-cyclohexadiene (0.6 ml, 6 mmole), and toluene (15 ml) was refluxed about 15 hours under a nitrogen atmosphere. The solvent was removed under reduced pressure to yield 1.5 g of crude Diels-Alder adduct (intermediate B), which was used directly in the next step. Reagents/catalysts: [I-].C(CCC)[N+](CCCC)(CCCC)CCCC (tetra-n-butylammonium iodide), [I-].C(CCC)[N+](CCCC)(CCCC)CCCC (tetra-n-butylammonium iodide). The product is C(C1=CC=CC=C1)N1CCC(CC1)NC(C(C(C)C)(C1=CC=CC=C1)OCCCC)=O (N-(1-benzyl-4-piperidinyl)-2-butoxy-3-methyl-2-phenylbutanamide). The solvent is CN(C)C=O (DMF), CN(C)C=O (DMF), CN(C)C=O (DMF). Reported procedure: To a solution of N-(1-benzyl-4-piperidinyl)-2-hydroxy-3-methyl-2-phenylbutanamide (20.0 g) in DMF (200 ml) was added sodium hydride (9.0 g). The resulting mixture was stirred at room temperature for one hour, followed by the dropwise addition of butyl iodide (8.3 ml) and a solution of tetra-n-butylammonium iodide (1.8 g) in DMF (30 ml) under ice cooling. Two hours later, butyl iodide (8.3 ml) and a solution of tetra-n-butylammonium iodide (1.8 g) in DMF (30 ml) were added dropwise again over 15 ... Conditions: time 1 hour. Starting materials: C(CCC)I (butyl iodide), ice water, C(C1=CC=CC=C1)N1CCC(CC1)NC(C(C(C)C)(C1=CC=CC=C1)O)=O (N-(1-benzyl-4-piperidinyl)-2-hydroxy-3-methyl-2-phenylbutanamide), [H-].[Na+] (sodium hydride), C(CCC)I (butyl iodide). RXN SMILES: [CH2:1]([N:8]1[CH2:13][CH2:12][CH:11]([NH:14][C:15](=[O:27])[C:16]([OH:26])([C:20]2[CH:25]=[CH:24][CH:23]=[CH:22][CH:21]=2)[CH:17]([CH3:19])[CH3:18])[CH2:10][CH2:9]1)[C:2]1[CH:7]=[CH:6][CH:5]=[CH:4][CH:3]=1.[H-].[Na+].[CH2:30](I)[CH2:31][CH2:32][CH3:33]>CN(C=O)C.[I-].C([N+](CCCC)(CCCC)CCCC)CCC>[CH2:1]([N:8]1[CH2:9][CH2:10][CH:11]([NH:14][C:15](=[O:27])[C:16]([O:26][CH2:30][CH2:31][CH2:32][CH3:33])([C:20]2[CH:21]=[CH:22][CH:23]=[CH:24][CH:25]=2)[CH:17]([CH3:19])[CH3:18])[CH2:12][CH2:13]1)[C:2]1[CH:3]=[CH:4][CH:5]=[CH:6][CH:7]=1 |f:1.2,5.6|. Procedure: A solution of 0.38 g sodium in 50 ml methanol are added to 4.6 g of the compound from example 4 in 75 ml methanol at room temperature. After stirring over night the mixture is evaporated, re-dissolved in dichloro-methane and filtered to give 4.1 g of the title product (m.p. 82-84° C.). As a reaction SMILES: [Na].Cl[C:3]1[CH:8]=[C:7]([C:9]2[CH:14]=[CH:13][C:12]([C:15]([F:18])([F:17])[F:16])=[CH:11][CH:10]=2)[N:6]=[C:5]([S:19][CH3:20])[N:4]=1.[CH3:21][OH:22]>>[CH3:20][S:19][C:5]1[N:4]=[C:3]([O:22][CH3:21])[CH:8]=[C:7]([C:9]2[CH:14]=[CH:13][C:12]([C:15]([F:18])([F:17])[F:16])=[CH:11][CH:10]=2)[N:6]=1 |^1:0|. The product is CSC1=NC(=CC(=N1)OC)C1=CC=C(C=C1)C(F)(F)F (2-Methylthio-4-methoxy-6-(4-trifluoromethylphenyl)-pyrimidine). Starting materials: [Na] (sodium), ClC1=NC(=NC(=C1)C1=CC=C(C=C1)C(F)(F)F)SC (4-Chloro-2-methylthio-6-(4-trifluoromethylphenyl)-pyrimidine), CO (methanol), CO (methanol).